Dataset: the Open Reaction Database (ORD), a public repository of structured organic reaction records. Task: describe an organic reaction: reactants, conditions, products, and yield Yields the product CC1C(Nc2cnn(CC(=O)NCc3ccncc3)c(=O)c2-c2ccccc2)CC2CC1C2(C)C. The reactants are CC1C(Nc2cnn(CC(=O)NCc3ccncc3)c(=O)c2Br)CC2CC1C2(C)C, O=C([O-])[O-], CCCO, [Na+], [Na+], OB(O)c1ccccc1. RXN SMILES: [Br:1][c:2]1[c:3]([NH:20][CH:21]2[CH:22]([CH3:30])[CH:23]3[C:24]([CH3:28])([CH3:29])[CH:25]([CH2:26]2)[CH2:27]3)[cH:4][n:5][n:6]([CH2:9][C:10](=[O:11])[NH:12][CH2:13][c:14]2[cH:15][cH:16][n:17][cH:18][cH:19]2)[c:7]1=[O:8].[C:44](=[O:45])([O-:46])[O-:47].[CH2:40]([OH:41])[CH2:42][CH3:43].[Na+:48].[Na+:49].[OH:31][B:32]([OH:33])[c:34]1[cH:35][cH:36][cH:37][cH:38][cH:39]1>>[c:2]1(-[c:34]2[cH:35][cH:36][cH:37][cH:38][cH:39]2)[c:3]([NH:20][CH:21]2[CH:22]([CH3:30])[CH:23]3[C:24]([CH3:28])([CH3:29])[CH:25]([CH2:26]2)[CH2:27]3)[cH:4][n:5][n:6]([CH2:9][C:10](=[O:11])[NH:12][CH2:13][c:14]2[cH:15][cH:16][n:17][cH:18][cH:19]2)[c:7]1=[O:8]. The reactants are N1CCOCC1 (morpholine), [I-].[K+] (potassium iodide), IrCl2, 2, CC1=C(C=CC(=C1)C)N(S(=O)(=O)C1=CC=C(C=C1)OCCO)CC(C)C (N-(2,4-dimethylphenyl)-4-[(2-hydroxyethyl)oxy]-N-(2-methylpropyl)benzenesulfonamide), O (water). Run in CO (methanol). Run at temperature 150 celsius. Yields the product CC1=C(C=CC(=C1)C)N(S(=O)(=O)C1=CC=C(C=C1)OCCN1CCOCC1)CC(C)C (N-(2,4-dimethylphenyl)-N-(2-methylpropyl)-4-{[2-(4-morpholinyl)ethyl]oxy}benzenesulfonamide). Reaction SMILES: [NH:1]1[CH2:6][CH2:5][O:4][CH2:3][CH2:2]1.[I-].[K+].[CH3:9][C:10]1[CH:15]=[C:14]([CH3:16])[CH:13]=[CH:12][C:11]=1[N:17]([CH2:31][CH:32]([CH3:34])[CH3:33])[S:18]([C:21]1[CH:26]=[CH:25][C:24]([O:27][CH2:28][CH2:29]O)=[CH:23][CH:22]=1)(=[O:20])=[O:19].O>CO>[CH3:9][C:10]1[CH:15]=[C:14]([CH3:16])[CH:13]=[CH:12][C:11]=1[N:17]([CH2:31][CH:32]([CH3:33])[CH3:34])[S:18]([C:21]1[CH:22]=[CH:23][C:24]([O:27][CH2:28][CH2:29][N:1]2[CH2:6][CH2:5][O:4][CH2:3][CH2:2]2)=[CH:25][CH:26]=1)(=[O:20])=[O:19] |f:1.2|. Reported procedure: To a microwave vial was added morpholine (5.10 μL, 0.058 mmol), potassium iodide (19.26 mg, 0.116 mmol), [Cp*IrCl2]2 (0.639 mg, 0.580 μmol), N-(2,4-dimethylphenyl)-4-[(2-hydroxyethyl)oxy]-N-(2-methylpropyl)benzenesulfonamide (43.8 mg, 0.116 mmol), a stirrer bar and water (0.1 mL). The vial was then sealed and the mixture was heated to 150° C. by microwaves (Biotage Initiator) for 3 hours. Reaction mixture was then diluted with methanol (1 mL) and passed down a pre-conditioned sulfonic acid (SCX)... Starting materials: COCCOc1ccc(N(C(=O)OC(C)(C)C)c2c3c(nc4ccnn24)N(C2CCCN(C(=O)OC(C)(C)C)C2)CC3)cc1, C1CCOC1, O=C1CCC(=O)N1I. The product is COCCOc1ccc(N(C(=O)OC(C)(C)C)c2c3c(nc4c(I)cnn24)N(C2CCCN(C(=O)OC(C)(C)C)C2)CC3)cc1. RXN SMILES: [C:1]([CH3:2])([CH3:3])([CH3:4])[O:5][C:6](=[O:7])[N:8]([c:9]1[c:10]2[c:14]([n:15][c:16]3[cH:17][cH:18][n:19][n:20]13)[N:13]([CH:21]1[CH2:22][N:23]([C:27](=[O:28])[O:29][C:30]([CH3:31])([CH3:32])[CH3:33])[CH2:24][CH2:25][CH2:26]1)[CH2:12][CH2:11]2)[c:34]1[cH:35][cH:36][c:37]([O:40][CH2:41][CH2:42][O:43][CH3:44])[cH:38][cH:39]1.[CH2:53]1[O:54][CH2:55][CH2:56][CH2:57]1.[I:45][N:46]1[C:47](=[O:48])[CH2:49][CH2:50][C:51]1=[O:52]>>[C:1]([CH3:2])([CH3:3])([CH3:4])[O:5][C:6](=[O:7])[N:8]([c:9]1[c:10]2[c:14]([n:15][c:16]3[c:17]([I:45])[cH:18][n:19][n:20]13)[N:13]([CH:21]1[CH2:22][N:23]([C:27](=[O:28])[O:29][C:30]([CH3:31])([CH3:32])[CH3:33])[CH2:24][CH2:25][CH2:26]1)[CH2:12][CH2:11]2)[c:34]1[cH:35][cH:36][c:37]([O:40][CH2:41][CH2:42][O:43][CH3:44])[cH:38][cH:39]1. The reactants are C(C1=CC=CC=C1)N1[Se]C2=C(C1=O)C=CC=C2 (2-benzyl-1,2-benzisoselenazole-3(2H)-one), SCC(CO)O (3-mercapto-1,2-propanediol). Product: C(C1=CC=CC=C1)NC(=O)C1=C(C=CC=C1)[Se]SCC(CO)O (S-(2-benzylcarbamoyl-phenylselenyl)-3-mercapto-1,2-propanediol). As a reaction SMILES: [CH2:1]([N:8]1[C:12](=[O:13])[C:11]2[CH:14]=[CH:15][CH:16]=[CH:17][C:10]=2[Se:9]1)[C:2]1[CH:7]=[CH:6][CH:5]=[CH:4][CH:3]=1.[SH:18][CH2:19][CH:20]([OH:23])[CH2:21][OH:22]>>[CH2:1]([NH:8][C:12]([C:11]1[CH:14]=[CH:15][CH:16]=[CH:17][C:10]=1[Se:9][S:18][CH2:19][CH:20]([OH:23])[CH2:21][OH:22])=[O:13])[C:2]1[CH:7]=[CH:6][CH:5]=[CH:4][CH:3]=1. Reported procedure: Prepared similar to example 1 from 2,88 g (10,0 mmol) of 2-benzyl-1,2-benzisoselenazole-3(2H)-one and 1,1 g (10,2 mmol) of 3-mercapto-1,2-propanediol. Starting materials: C(C1=CC=CC=C1)OC(=O)CNCCC1=CC=C(C=C1)C=1N(CCN1)C(=O)OC(C)(C)C (tert.-butyl 2-{4-[2-(benzyl-oxycarbonylmethylamino)ethyl]phenyl}4,5-dihydroimidazole-1-carboxylate). Reagents/catalysts: [Pd] (palladium). The solvent is CO (methanol). Conditions: time 2 hour. Product: CNCCC1=CC=C(C=C1)C=1N(CCN1)C(=O)OC(C)(C)C (tert.-Butyl 2-[4-(2-methylaminoethyl)phenyl]-4,5-dihydroimidazole-1-carboxylate). As a reaction SMILES: C(OC([CH2:11][NH:12][CH2:13][CH2:14][C:15]1[CH:20]=[CH:19][C:18]([C:21]2[N:22]([C:26]([O:28][C:29]([CH3:32])([CH3:31])[CH3:30])=[O:27])[CH2:23][CH2:24][N:25]=2)=[CH:17][CH:16]=1)=O)C1C=CC=CC=1>CO.[Pd]>[CH3:11][NH:12][CH2:13][CH2:14][C:15]1[CH:16]=[CH:17][C:18]([C:21]2[N:22]([C:26]([O:28][C:29]([CH3:32])([CH3:31])[CH3:30])=[O:27])[CH2:23][CH2:24][N:25]=2)=[CH:19][CH:20]=1. Reported procedure: A suspension of 4.0 g (9.14 mmol) of tert.-butyl 2-{4-[2-(benzyl-oxycarbonylmethylamino)ethyl]phenyl}4,5-dihydroimidazole-1-carboxylate and 0.4 g of palladium/10% carbon in 80 ml of methanol was hydrogenated in an autoclave for two hours. The catalyst was then filtered off and the filtrate was evaporated to dryness. The crude product obtained in this manner was immediately reacted further without additional purification. The reactants are [H-].C(C(C)C)[Al+]CC(C)C (Diisobutyl aluminium hydride), C(C)OC(=O)C1CCC2(OCCO2)CC1 (1,4-dioxa-spiro[4.5]decane-8-carboxylic acid ethyl ester). The solvent is C1(=CC=CC=C1)C (toluene). Conditions: time 30 minute. Yields the product O1CCOC12CCC(CC2)C=O (1,4-dioxa-spiro[4.5]decane-8-carbaldehyde). As a reaction SMILES: [H-].C([Al+]CC(C)C)C(C)C.C([O:13][C:14]([CH:16]1[CH2:25][CH2:24][C:19]2([O:23][CH2:22][CH2:21][O:20]2)[CH2:18][CH2:17]1)=O)C>C1(C)C=CC=CC=1>[O:20]1[C:19]2([CH2:24][CH2:25][CH:16]([CH:14]=[O:13])[CH2:17][CH2:18]2)[O:23][CH2:22][CH2:21]1 |f:0.1|. Procedure: Diisobutyl aluminium hydride (1.5 M solution in toluene, 102 ml, 153 mmole) was added dropwise to a solution of 1,4-dioxa-spiro[4.5]decane-8-carboxylic acid ethyl ester 4 (32.13 g, 150 mmole) in absolute toluene (160 ml) at −70° to −65° C. under argon and stirred for 30 minutes. The reaction mixture was then quenched at −70° to −60° C. by adding methanol (80 ml). The reaction solution was heated to RT, saturated sodium chloride solution (100 ml) was added, and the reaction solution was suction f...